Dataset: the Open Reaction Database (ORD), a public repository of structured organic reaction records. Task: describe an organic reaction: reactants, conditions, products, and yield The reactants are CCN=C=NCCCN(C)C, CN(C)CCCC(=O)O, CN(C)c1ccncc1, ClCCl, Cl, Cl, C=Cc1ccc2ncn(-c3ccc4c(c3)CCN4)c2n1. The product is C=Cc1ccc2ncn(-c3ccc4c(c3)CCN4C(=O)CCCN(C)C)c2n1. RXN SMILES: [CH2:32]([N:33]=[C:34]=[N:35][CH2:36][CH2:37][CH2:38][N:39]([CH3:40])[CH3:41])[CH3:42].[CH3:22][N:23]([CH2:24][CH2:25][CH2:26][C:27](=[O:28])[OH:29])[CH3:30].[CH3:43][N:44]([CH3:45])[c:46]1[cH:47][cH:48][n:49][cH:50][cH:51]1.[Cl:52][CH2:53][Cl:54].[ClH:21].[ClH:31].[NH:1]1[CH2:2][CH2:3][c:4]2[cH:5][c:6](-[n:10]3[cH:11][n:12][c:13]4[c:14]3[n:15][c:16]([CH:19]=[CH2:20])[cH:17][cH:18]4)[cH:7][cH:8][c:9]21>>[N:1]1([C:27]([CH2:26][CH2:25][CH2:24][N:23]([CH3:22])[CH3:30])=[O:28])[CH2:2][CH2:3][c:4]2[cH:5][c:6](-[n:10]3[cH:11][n:12][c:13]4[c:14]3[n:15][c:16]([CH:19]=[CH2:20])[cH:17][cH:18]4)[cH:7][cH:8][c:9]21. The reactants are CCO, O=C(c1ccc(F)cc1)c1ccc(CBr)cc1, [Na+], [OH-], O, Cn1c(S)nc2ccsc2c1=O. RXN SMILES: [CH3:32][CH2:33][OH:34].[F:15][c:16]1[cH:17][cH:18][c:19]([C:20](=[O:21])[c:22]2[cH:23][cH:24][c:25]([CH2:26][Br:27])[cH:28][cH:29]2)[cH:30][cH:31]1.[Na+:14].[OH-:13].[OH2:35].[SH:1][c:2]1[n:3]([CH3:12])[c:4](=[O:11])[c:5]2[c:6]([n:7]1)[cH:8][cH:9][s:10]2>>[S:1]([c:2]1[n:3]([CH3:12])[c:4](=[O:11])[c:5]2[c:6]([n:7]1)[cH:8][cH:9][s:10]2)[CH2:26][c:25]1[cH:24][cH:23][c:22]([C:20]([c:19]2[cH:18][cH:17][c:16]([F:15])[cH:31][cH:30]2)=[O:21])[cH:29][cH:28]1. The product is Cn1c(SCc2ccc(C(=O)c3ccc(F)cc3)cc2)nc2ccsc2c1=O.